Dataset: the Open Reaction Database (ORD), a public repository of structured organic reaction records. Task: describe an organic reaction: reactants, conditions, products, and yield Starting materials: C(C)(C)(C)OC(=O)[C@H]1NC(CC1)=O ((S)-5-oxo-pyrrolidine-2-carboxylic acid tert-butyl ester), CN(C=O)C (N,N-dimethylformamide), ClC=1C(=NC=C(C1)C(F)(F)F)F (3-chloro-2-fluoro-5-trifluoromethylpyridine). Run in [Cl-].[NH4+] (ammonium chloride). Run at time 10 minute. Product: C(C)(C)(C)OC(=O)[C@H]1N(C(CC1)=O)C1=NC=C(C=C1Cl)C(F)(F)F ((S)-1-(3-chloro-5-trifluoromethyl-pyridin-2-yl)-5-oxo-pyrrolidine-2-carboxylic acid tert-butyl ester). Reaction SMILES: [C:1]([O:5][C:6]([C@@H:8]1[CH2:12][CH2:11][C:10](=[O:13])[NH:9]1)=[O:7])([CH3:4])([CH3:3])[CH3:2].CN(C)C=O.[Cl:19][C:20]1[C:21](F)=[N:22][CH:23]=[C:24]([C:26]([F:29])([F:28])[F:27])[CH:25]=1>[Cl-].[NH4+]>[C:1]([O:5][C:6]([C@@H:8]1[CH2:12][CH2:11][C:10](=[O:13])[N:9]1[C:21]1[C:20]([Cl:19])=[CH:25][C:24]([C:26]([F:29])([F:27])[F:28])=[CH:23][N:22]=1)=[O:7])([CH3:4])([CH3:2])[CH3:3] |f:3.4|. Procedure: To a stirred solution of (S)-5-oxo-pyrrolidine-2-carboxylic acid tert-butyl ester (740 mg, 4 mmol) in N,N-dimethylformamide (5 mL) sodium hydride (180 mg of 60% dispersion in mineral oil, 4.5 mmol) is added at room temperature. After 10 minutes, 3-chloro-2-fluoro-5-trifluoromethylpyridine (1 mL, 8 mmol) is added and the suspension stirred at room temperature. After 3 h the reaction mixture is treated with saturated ammonium chloride solution (150 mL), extracted with dichloromethane (2×100 mL). C... Reactants: CCOc1c(NC2CCC(CCN3CC4COc5ccc(C#N)cc5C4C3)CC2)c(=O)c1=O, CCO, CC#N, Cl, N. Product: Cl, N#Cc1ccc2c(c1)C1CN(CCC3CCC(Nc4c(N)c(=O)c4=O)CC3)CC1CO2. RXN SMILES: [CH2:1]([O:2][c:4]1[c:5]([NH:10][CH:11]2[CH2:12][CH2:13][CH:14]([CH2:17][CH2:18][N:19]3[CH2:20][CH:21]4[CH:22]([CH2:23]3)[c:24]3[cH:25][c:26]([C:32]#[N:33])[cH:27][cH:28][c:29]3[O:30][CH2:31]4)[CH2:15][CH2:16]2)[c:6](=[O:9])[c:7]1=[O:8])[CH3:3].[CH3:36][CH2:37][OH:38].[CH3:39][C:40]#[N:41].[ClH:35].[NH3:34]>>[ClH:35].[c:4]1([NH2:34])[c:5]([NH:10][CH:11]2[CH2:12][CH2:13][CH:14]([CH2:17][CH2:18][N:19]3[CH2:20][CH:21]4[CH:22]([CH2:23]3)[c:24]3[cH:25][c:26]([C:32]#[N:33])[cH:27][cH:28][c:29]3[O:30][CH2:31]4)[CH2:15][CH2:16]2)[c:6](=[O:9])[c:7]1=[O:8]. Reactants: C#CCBr, CN(C)C=O, O=C1COc2cc(F)c([N+](=O)[O-])cc2N1, [H-], [Na+], O. Yields the product C#CCN1C(=O)COc2cc(F)c([N+](=O)[O-])cc21. As a reaction SMILES: [CH2:18]([C:19]#[CH:20])[Br:21].[CH3:23][N:24]([CH3:25])[CH:26]=[O:27].[F:3][c:4]1[cH:5][c:6]2[c:7]([cH:13][c:14]1[N+:15](=[O:16])[O-:17])[NH:8][C:9](=[O:12])[CH2:10][O:11]2.[H-:1].[Na+:2].[OH2:22]>>[F:3][c:4]1[cH:5][c:6]2[c:7]([cH:13][c:14]1[N+:15](=[O:16])[O-:17])[N:8]([CH2:20][C:19]#[CH:18])[C:9](=[O:12])[CH2:10][O:11]2. Reactants: ClC=1C=C(C=CC1O)N1C(=CC=C1C)C (1-(3-chloro-4-hydroxyphenyl)-2,5-dimethylpyrrole), BrCC (bromoethane). The product is ClC=1C=C(C=CC1OCC)N1C(=CC=C1C)C (1-(3-chloro-4-ethoxyphenyl)-2,5-dimethylpyrrole). Reaction SMILES: [Cl:1][C:2]1[CH:3]=[C:4]([N:9]2[C:13]([CH3:14])=[CH:12][CH:11]=[C:10]2[CH3:15])[CH:5]=[CH:6][C:7]=1[OH:8].Br[CH2:17][CH3:18]>>[Cl:1][C:2]1[CH:3]=[C:4]([N:9]2[C:10]([CH3:15])=[CH:11][CH:12]=[C:13]2[CH3:14])[CH:5]=[CH:6][C:7]=1[O:8][CH2:17][CH3:18]. Procedure: Using the general procedure outlined in EXAMPLE 1, 1-(3-chloro-4-hydroxyphenyl)-2,5-dimethylpyrrole (1.11 g, 5 mmol) and an excess of bromoethane (1.0 mL) reacted to give 1-(3-chloro-4-ethoxyphenyl)-2,5-dimethylpyrrole as a tan solid: 1H NMR (CDCl3, 500 MHz) δ 7.27 (d, 1H), 7.08 (dd, 1H), 6.99 (dd, 1H), 5.89 (s, 2H), 4.18 (q, 2H), 2.04 (s, 6H), 1.53 (t, 3H); MS (ESI) 250 (M+H)+. Starting materials: COCCOC, OB(O)c1ccc(Cl)cc1, CN(C)CC=CC(=O)N(C)c1ccc(-n2nc(I)c3c(N)ncnc32)cc1, O. Product: CN(C)CC=CC(=O)N(C)c1ccc(-n2nc(-c3ccc(Cl)cc3)c3c(N)ncnc32)cc1. Reaction SMILES: [CH3:38][O:39][CH2:40][CH2:41][O:42][CH3:43].[Cl:28][c:29]1[cH:30][cH:31][c:32]([B:35]([OH:36])[OH:37])[cH:33][cH:34]1.[NH2:1][c:2]1[c:3]2[c:4]([n:5][cH:6][n:7]1)[n:8](-[c:12]1[cH:13][cH:14][c:15]([N:18]([C:19]([CH:20]=[CH:21][CH2:22][N:23]([CH3:24])[CH3:25])=[O:26])[CH3:27])[cH:16][cH:17]1)[n:9][c:10]2[I:11].[OH2:44]>>[NH2:1][c:2]1[c:3]2[c:4]([n:5][cH:6][n:7]1)[n:8](-[c:12]1[cH:13][cH:14][c:15]([N:18]([C:19]([CH:20]=[CH:21][CH2:22][N:23]([CH3:24])[CH3:25])=[O:26])[CH3:27])[cH:16][cH:17]1)[n:9][c:10]2-[c:32]1[cH:31][cH:30][c:29]([Cl:28])[cH:34][cH:33]1.